This data is from the Open Reaction Database (ORD), a public repository of structured organic reaction records. The task is: describe an organic reaction: reactants, conditions, products, and yield Starting materials: CC(Oc1ccnc(N2CCN(C(=O)OC(C)(C)C)CC2)n1)c1ccccc1Cl, ClCCl, O=C(O)C(F)(F)F. RXN SMILES: [C:1]([O:2][C:3](=[O:4])[N:8]1[CH2:9][CH2:10][N:11]([c:14]2[n:15][cH:16][cH:17][c:18]([O:20][CH:21]([CH3:22])[c:23]3[c:24]([Cl:29])[cH:25][cH:26][cH:27][cH:28]3)[n:19]2)[CH2:12][CH2:13]1)([CH3:5])([CH3:6])[CH3:7].[Cl:37][CH2:38][Cl:39].[OH:30][C:31]([C:32]([F:33])([F:34])[F:35])=[O:36]>>[NH:8]1[CH2:9][CH2:10][N:11]([c:14]2[n:15][cH:16][cH:17][c:18]([O:20][CH:21]([CH3:22])[c:23]3[c:24]([Cl:29])[cH:25][cH:26][cH:27][cH:28]3)[n:19]2)[CH2:12][CH2:13]1. Yields the product CC(Oc1ccnc(N2CCNCC2)n1)c1ccccc1Cl.